From a dataset of the Open Reaction Database (ORD), a public repository of structured organic reaction records. describe an organic reaction: reactants, conditions, products, and yield The reactants are C1(=CC=CC=C1)C=1OC(=C(N1)CC(=O)O)C1=CSC=C1 (2-[2-phenyl-5-(3-thienyl)-4-oxazolyl]acetic acid), S(=O)(Cl)Cl (thionyl chloride). Run in C(CCCC)O (n-pentanol). Product: C1(=CC=CC=C1)C=1OC(=C(N1)CC(=O)OCCCCC)C1=CSC=C1 (n-pentyl 2-[2-phenyl-5-(3-thienyl)-4-oxazolyl]acetate). Isolated yield 40.2%. RXN SMILES: [C:1]1([C:7]2[O:8][C:9]([C:16]3[CH:20]=[CH:19][S:18][CH:17]=3)=[C:10]([CH2:12][C:13]([OH:15])=[O:14])[N:11]=2)[CH:6]=[CH:5][CH:4]=[CH:3][CH:2]=1.S(Cl)(Cl)=O>C(O)CCCC>[C:1]1([C:7]2[O:8][C:9]([C:16]3[CH:20]=[CH:19][S:18][CH:17]=3)=[C:10]([CH2:12][C:13]([O:15][CH2:3][CH2:2][CH2:1][CH2:6][CH3:5])=[O:14])[N:11]=2)[CH:6]=[CH:5][CH:4]=[CH:3][CH:2]=1. Reported procedure: 2 g of 2-[2-phenyl-5-(3-thienyl)-4-oxazolyl]acetic acid, 3 g of thionyl chloride and 30 ml of n-pentanol are treated in the same manner as described in Example 13. One g of n-pentyl 2-[2-phenyl-5-(3-thienyl)-4-oxazolyl]acetate is thereby obtained. Yield: 40.2% The reactants are CC(=O)O, Cl, COC(=O)CCCCCC(C1=C(C)C(=O)C(C)=C(C)C1=O)c1ccc(-n2ccnc2)cc1. The product is Cl, CC1=C(C)C(=O)C(C(CCCCCC(=O)O)c2ccc(-n3ccnc3)cc2)=C(C)C1=O. RXN SMILES: [CH3:34][C:35](=[O:36])[OH:37].[ClH:33].[n:1]1(-[c:6]2[cH:7][cH:8][c:9]([CH:12]([CH2:13][CH2:14][CH2:15][CH2:16][CH2:17][C:18](=[O:19])[O:20][CH3:21])[C:22]3=[C:27]([CH3:28])[C:26](=[O:29])[C:25]([CH3:30])=[C:24]([CH3:31])[C:23]3=[O:32])[cH:10][cH:11]2)[cH:2][n:3][cH:4][cH:5]1>>[ClH:33].[n:1]1(-[c:6]2[cH:7][cH:8][c:9]([CH:12]([CH2:13][CH2:14][CH2:15][CH2:16][CH2:17][C:18](=[O:19])[OH:20])[C:22]3=[C:27]([CH3:28])[C:26](=[O:29])[C:25]([CH3:30])=[C:24]([CH3:31])[C:23]3=[O:32])[cH:10][cH:11]2)[cH:2][n:3][cH:4][cH:5]1.